Dataset: the Open Reaction Database (ORD), a public repository of structured organic reaction records. Task: describe an organic reaction: reactants, conditions, products, and yield The reactants are arylmethoxy aliphatic amines, BrCC(C)O (1-bromo-2-propanol), C1(C=2C(C(N1)=O)=CC=CC2)=O (phthalimide), [H-].[Na+] (sodium hydride), CN[C@H](COCC1=CC(=CC=C1)N)C ((2S)-N-methyl-1-[(3-aminophenyl)methoxy]-propan-2-amine), NC=1C=C(CO)C=CC1 (3-aminobenzyl alcohol), BrC[C@@H](OC1OCCCC1)C ((1S)-2-(2-bromo-1-methylethoxy)tetrahydro-2H-pyran). Solvent: O1CCCC1 (tetrahydrofuran), CN(C=O)C (N,N-dimethylformamide). Product: NC=1C=C(C=CC1)COC[C@H](C)O ((2S)-1-[(3-aminophenyl)methoxy]-propan-2-ol). As a reaction SMILES: CN[C@@H:3]([CH3:14])[CH2:4][O:5][CH2:6][C:7]1[CH:12]=[CH:11][CH:10]=[C:9]([NH2:13])[CH:8]=1.NC1C=C(C=CC=1)C[OH:20].C1(=O)NC(=O)C2=CC=CC=C12.BrCC(O)C.BrC[C@H](C)OC1CCCCO1.[H-].[Na+]>O1CCCC1.CN(C)C=O>[NH2:13][C:9]1[CH:8]=[C:7]([CH2:6][O:5][CH2:4][C@@H:3]([OH:20])[CH3:14])[CH:12]=[CH:11][CH:10]=1 |f:5.6|. Reported procedure: The manner in which optically active forms of arylmethoxy aliphatic amines, such as (2S)-N-methyl-1-[(3-aminophenyl)methoxy]-propan-2-amine type compounds, are providcd can vary. In one approach, a 3-aminobenzyl alcohol type compound (N-protected as the phthalimide) can be alkylated with a chiral 1-bromo-2-propanol type compound containing an O-protecting group, such as (1S)-2-(2-bromo-1-methylethoxy)tetrahydro-2H-pyran using a base such as sodium hydride and a solvent such as N,N-dimethylformam... The reactants are C(C)OC1=C(C=CC=C1)C1=NN2C(C(N1)=O)=C(N=C2CC(CCCCC)CC)C (2-(2-ethoxyphenyl)-5-methyl-7-(2-ethylheptyl)-3H-imidazo-[5,1-f][1,2,4]-triazin-4-one), S(=O)(=O)(Cl)Cl (sulphonyl chloride). Yields the product C(C)OC1=C(C=C(C=C1)S(=O)(=O)Cl)C1=NN2C(C(N1)=O)=C(N=C2CC(CCCCC)CC)C (4-Ethoxy-3-(5-methyl-4-oxo-7-(2-ethylheptyl)-3,4-dihydro-imidazo[5,1-f][1,2,4]-triazin-2-yl)-benzenesulphonyl chloride). RXN SMILES: [CH2:1]([O:3][C:4]1[CH:9]=[CH:8][CH:7]=[CH:6][C:5]=1[C:10]1[NH:15][C:14](=[O:16])[C:13]2=[C:17]([CH3:29])[N:18]=[C:19]([CH2:20][CH:21]([CH2:27][CH3:28])[CH2:22][CH2:23][CH2:24][CH2:25][CH3:26])[N:12]2[N:11]=1)[CH3:2].[S:30](Cl)([Cl:33])(=[O:32])=[O:31]>>[CH2:1]([O:3][C:4]1[CH:9]=[CH:8][C:7]([S:30]([Cl:33])(=[O:32])=[O:31])=[CH:6][C:5]=1[C:10]1[NH:15][C:14](=[O:16])[C:13]2=[C:17]([CH3:29])[N:18]=[C:19]([CH2:20][CH:21]([CH2:27][CH3:28])[CH2:22][CH2:23][CH2:24][CH2:25][CH3:26])[N:12]2[N:11]=1)[CH3:2]. Procedure: The preparation is carried out analogously to the procedure of Example 27A using 5.6 g (14.1 mmol) of 2-(2-ethoxyphenyl)-5-methyl-7-(2-ethylheptyl)-3H-imidazo-[5,1-f][1,2,4]-triazin-4-one (Example 19A). This gives 3.7 g (52.9%) of sulphonyl chloride as a slightly yellow foam which is directly reacted further.